Task: describe an organic reaction: reactants, conditions, products, and yield. Dataset: the Open Reaction Database (ORD), a public repository of structured organic reaction records Reaction conditions: time 5 hour. Run in CO (MeOH). Yields the product COC(=O)C=1C(=C2C=C(C(N(C2=CN1)CC1=CC=CC=C1)=O)Br)O (1-Benzyl-3-bromo-5-hydroxy-2-oxo-1,2-dihydro-[1,7]naphthyridine-6-carboxylic acid methyl ester). Starting materials: Cl (HCl), COC(=O)C1=C(N(C(C(=C1)Br)=O)CC1=CC=CC=C1)CN(S(=O)(=O)C1=CC=C(C=C1)C)CC(=O)OC (1-Benzyl-5-bromo-2-{[methoxycarbonylmethyl-(toluene-4-sulfonyl)-amino]-methyl}-6-oxo-1,6-dihydro-pyridine-3-carboxylic acid methyl ester), [NH4+].[Cl-] (NH4Cl), C[O-].[Na+] (NaOMe). Yield: 44.3%. Procedure details: 1-Benzyl-5-bromo-2-{[methoxycarbonylmethyl-(toluene-4-sulfonyl)-amino]-methyl}-6-oxo-1,6-dihydro-pyridine-3-carboxylic acid methyl ester (169 mg, 0.29 mmol) was dissolved in 2 mL of MeOH. NaOMe solution (0.2 mL, 0.88 mmol, 25 wt % in MeOH) was added and the mixture was stirred for 5 h. Saturated NH4Cl (10 mL) was added, followed by addition of 1M HCl until pH about 2. The resulting mixture was extracted several times with EtOAc. The organic layers were combined, dried over MgSO4, and concentrate... RXN SMILES: C[O:2][C:3]([C:5]1[CH:10]=[C:9]([Br:11])[C:8](=[O:12])[N:7]([CH2:13][C:14]2[CH:19]=[CH:18][CH:17]=[CH:16][CH:15]=2)[C:6]=1[CH2:20][N:21]([CH2:32][C:33]([O:35][CH3:36])=[O:34])S(C1C=CC(C)=CC=1)(=O)=O)=O.C[O-].[Na+].[NH4+].[Cl-].Cl>CO>[CH3:36][O:35][C:33]([C:32]1[C:3]([OH:2])=[C:5]2[C:6](=[CH:20][N:21]=1)[N:7]([CH2:13][C:14]1[CH:19]=[CH:18][CH:17]=[CH:16][CH:15]=1)[C:8](=[O:12])[C:9]([Br:11])=[CH:10]2)=[O:34] |f:1.2,3.4|. Reactants: C(C1=CC=CC=C1)(C1=CC=CC=C1)(C1=CC=CC=C1)NC1C2(CC3CC(CC1C3)C2)OCC2=CC=C(C=C2)C=2OC3=C(N2)C=CC=C3 (N-trityl-1-[4-(benzoxazol-2-yl)benzyloxy]tricyclo[3.3.1.13,7 ]-decan-2-amine), Cl (HCl). Conditions: time 2 hour. Yields the product Cl.O1C(=NC2=C1C=CC=C2)C2=CC=C(COC13C(C4CC(CC(C1)C4)C3)N)C=C2 (1-[4-(benzoxazol-2-yl)benzyloxy]-tricyclo[3.3.1.13,7 ]-decan-2-amine hydrochloride). RXN SMILES: C([NH:20][CH:21]1[CH:28]2[CH2:29][CH:24]3[CH2:25][CH:26]([CH2:30][C:22]1([O:31][CH2:32][C:33]1[CH:38]=[CH:37][C:36]([C:39]4[O:40][C:41]5[CH:47]=[CH:46][CH:45]=[CH:44][C:42]=5[N:43]=4)=[CH:35][CH:34]=1)[CH2:23]3)[CH2:27]2)(C1C=CC=CC=1)(C1C=CC=CC=1)C1C=CC=CC=1.[ClH:48]>>[ClH:48].[O:40]1[C:41]2[CH:47]=[CH:46][CH:45]=[CH:44][C:42]=2[N:43]=[C:39]1[C:36]1[CH:35]=[CH:34][C:33]([CH2:32][O:31][C:22]23[CH2:30][CH:26]4[CH2:25][CH:24]([CH2:29][CH:28]([CH2:27]4)[CH:21]2[NH2:20])[CH2:23]3)=[CH:38][CH:37]=1 |f:2.3|. Procedure details: N-trityl-1-[4-(benzoxazol-2-yl)benzyloxy]tricyclo[3.3.1.13,7 ]-decan-2-amine (0.88 g; 0.0014 mole) is combined with ethanolic HCl (20 ml). After 2 hours, TLC indicates the reaction is complete. The reaction mixture is evaporated to dryness and purified on a flash column, using 10% MeOH/CH2Cl2 to obtain 1-[4-(benzoxazol-2-yl)benzyloxy]-tricyclo[3.3.1.13,7 ]-decan-2-amine hydrochloride (m.p. 291°-293° C.). Starting materials: C=CCc1c2c(cc3c(=O)cc(C(=O)OCC)oc13)CCCC2, CCO, [H][H]. The product is CCCc1c2c(cc3c(=O)cc(C(=O)OCC)oc13)CCCC2. Reaction SMILES: [CH2:1]([CH:2]=[CH2:3])[c:4]1[c:5]2[c:10]([cH:11][c:12]3[c:13]1[o:14][c:15]([C:19](=[O:20])[O:21][CH2:22][CH3:23])[cH:16][c:17]3=[O:18])[CH2:9][CH2:8][CH2:7][CH2:6]2.[CH3:26][CH2:27][OH:28].[H:24][H:25]>>[CH2:1]([CH2:2][CH3:3])[c:4]1[c:5]2[c:10]([cH:11][c:12]3[c:13]1[o:14][c:15]([C:19](=[O:20])[O:21][CH2:22][CH3:23])[cH:16][c:17]3=[O:18])[CH2:9][CH2:8][CH2:7][CH2:6]2. Reactants: oil, C1COC=2C=CC=C3[C@H]4[C@@H](N1C23)CCNC4 ((6bR,10aS)-1,2,6b,7,8,9,10,10a-octahydro[1,4]oxazino-[2,3,4-hi]pyrido[4,3-b]indole), ClCCCC1=NNC2=CC(=CC=C12)F (3-(3-chloropropyl)-6-fluoroindazole). Yields the product FC1=CC=C2C(=NNC2=C1)CCCN1C[C@@H]2[C@@H](N3C4=C(C=CC=C24)OCC3)CC1 ((6bR,10aS)-8-[3-(6-fluoro-1H-indazol-3-yl)propyl]-1,2,6b,7,8,9,10,10a-octahydro[1,4]oxazino-[2,3,4-hi]pyrido[4,3-b]indole). Reaction SMILES: [CH2:1]1[N:11]2[C:12]3[C:8]([C@@H:9]4[CH2:16][NH:15][CH2:14][CH2:13][C@@H:10]42)=[CH:7][CH:6]=[CH:5][C:4]=3[O:3][CH2:2]1.Cl[CH2:18][CH2:19][CH2:20][C:21]1[C:29]2[C:24](=[CH:25][C:26]([F:30])=[CH:27][CH:28]=2)[NH:23][N:22]=1>>[F:30][C:26]1[CH:25]=[C:24]2[C:29]([C:21]([CH2:20][CH2:19][CH2:18][N:15]3[CH2:14][CH2:13][C@@H:10]4[N:11]5[CH2:1][CH2:2][O:3][C:4]6[CH:5]=[CH:6][CH:7]=[C:8]([C:12]5=6)[C@@H:9]4[CH2:16]3)=[N:22][NH:23]2)=[CH:28][CH:27]=1. Procedure details: The title compound was prepared by the method of Example 355 Step B as a yellow oil (60 mg, 63%) from (6bR,10aS)-1,2,6b,7,8,9,10,10a-octahydro[1,4]oxazino-[2,3,4-hi]pyrido[4,3-b]indole (63 mg, 0.29 mmol) and 3-(3-chloropropyl)-6-fluoroindazole (93 mg, 0.43 mmol). 1H NMR (CDCl3, 300 MHz) δ1.89-2.15 (m, 5H), 2.27-2.38 (m, 1H), 2.43-2.55 (m, 2H), 2.71-2.80 (m, 2H), 2.88-3.02 (m, 3H), 3.18-3.32 (m, 3H), 4.43 (dd, J=6.2, 1.8 Hz, 2H) 6.60-6.72 (m, 3H), 6.90 (dt, J=9.1, 2.2 Hz, 1H), 7.07 (dd, J=9.2, 1.... Starting materials: COC=1C=C(C=C(C1OC)OC)NC=1N=NC(=CN1)C(C)NC(=O)C=1C=CC=C2C=CC=NC12 (N-(1-{3-[(3,4,5-trimethoxyphenyl)amino]-1,2,4-triazin-6-yl}ethyl)quinoline-8-carboxamide), COC=1C=C(C=C(C1OC)OC)NC=1N=NC(=CN1)C(C)NC(=O)C=1C=CC=C2C=CC=NC12 (N-(1-{3-[(3,4,5-trimethoxyphenyl)amino]-1,2,4-triazin-6-yl}ethyl)quinoline-8-carboxamide), P(=O)(Cl)(Cl)Cl (phosphorus oxychloride). The solvent is ClCCCl (1,2-dichloroethane). Product: CC=1N=C(N2N=C(N=CC21)NC2=CC(=C(C(=C2)OC)OC)OC)C=2C=CC=C1C=CC=NC21 (5-methyl-7-quinolin-8-yl-N-(3,4,5-trimethoxyphenyl)imidazo[5,1-f][1,2,4]triazin-2-amine). Yield: 29.2%. As a reaction SMILES: [CH3:1][O:2][C:3]1[CH:4]=[C:5]([NH:13][C:14]2[N:15]=[N:16][C:17]([CH:20]([NH:22][C:23]([C:25]3[CH:26]=[CH:27][CH:28]=[C:29]4[C:34]=3[N:33]=[CH:32][CH:31]=[CH:30]4)=O)[CH3:21])=[CH:18][N:19]=2)[CH:6]=[C:7]([O:11][CH3:12])[C:8]=1[O:9][CH3:10].P(Cl)(Cl)(Cl)=O>ClCCCl>[CH3:21][C:20]1[N:22]=[C:23]([C:25]2[CH:26]=[CH:27][CH:28]=[C:29]3[C:34]=2[N:33]=[CH:32][CH:31]=[CH:30]3)[N:16]2[C:17]=1[CH:18]=[N:19][C:14]([NH:13][C:5]1[CH:4]=[C:3]([O:2][CH3:1])[C:8]([O:9][CH3:10])=[C:7]([O:11][CH3:12])[CH:6]=1)=[N:15]2. Reported procedure: In a similar manner as described for Example 1, N-(1-{3-[(3,4,5-trimethoxyphenyl)amino]-1,2,4-triazin-6-yl}ethyl)quinoline-8-carboxamide (Intermediate 41) (0.080 g, 0.17 mmol) in 1,2-dichloroethane (5 mL) and phosphorus oxychloride (0.13 mL, 1.4 mmol) gave 5-methyl-7-quinolin-8-yl-N-(3,4,5-trimethoxyphenyl)imidazo[5,1-f][1,2,4]triazin-2-amine (0.022 g) as a yellow solid. 1H NMR (CDCl3): δ8.90 (dd, J=4.2, 1.8 Hz, 1H), 8.83 (s, 1H), 8.22 (dd, J=8.3, 1.8 Hz, 1H), 8.03 (dd, J=7.2, 1.5 Hz, 1H), 7.97 ... Reactants: crude product, FC1=C(C(=CC(=C1)C1=NN=NN1)F)N1CC(C(CC1)C1=CC=CC=C1)CN(C(OC(C)(C)C)=O)[C@H](C)C1=CC=CC2=CC=CC=C12 (tert-butyl ({1-[2,6-difluoro-4-(1H-tetrazol-5-yl)phenyl]-4-phenylpiperidin-3-yl}methyl)[(1R)-1-(1-naphthyl)ethyl]carbamate), Cl.O1CCOCC1 (hydrogen chloride 1,4-dioxane). Solvent: O1CCOCC1 (1,4-dioxane). Reaction conditions: time 2 day. The product is Cl.FC1=C(C(=CC(=C1)C1=NN=NN1)F)N1CC(C(CC1)C1=CC=CC=C1)CN[C@H](C)C1=CC=CC2=CC=CC=C12 ((1R)—N-({1-[2,6-difluoro-4-(1H-tetrazol-5-yl)phenyl]-4-phenylpiperidin-3-yl}methyl)-1-(1-naphthyl)ethaneamine hydrochloride). RXN SMILES: [F:1][C:2]1[CH:7]=[C:6]([C:8]2[NH:12][N:11]=[N:10][N:9]=2)[CH:5]=[C:4]([F:13])[C:3]=1[N:14]1[CH2:19][CH2:18][CH:17]([C:20]2[CH:25]=[CH:24][CH:23]=[CH:22][CH:21]=2)[CH:16]([CH2:26][N:27]([C@@H:35]([C:37]2[C:46]3[C:41](=[CH:42][CH:43]=[CH:44][CH:45]=3)[CH:40]=[CH:39][CH:38]=2)[CH3:36])C(=O)OC(C)(C)C)[CH2:15]1.[ClH:47].O1CCOCC1>O1CCOCC1>[ClH:47].[F:1][C:2]1[CH:7]=[C:6]([C:8]2[NH:12][N:11]=[N:10][N:9]=2)[CH:5]=[C:4]([F:13])[C:3]=1[N:14]1[CH2:19][CH2:18][CH:17]([C:20]2[CH:21]=[CH:22][CH:23]=[CH:24][CH:25]=2)[CH:16]([CH2:26][NH:27][C@@H:35]([C:37]2[C:46]3[C:41](=[CH:42][CH:43]=[CH:44][CH:45]=3)[CH:40]=[CH:39][CH:38]=2)[CH3:36])[CH2:15]1 |f:1.2,4.5|. Reported procedure: To 206 mg of the crude product of tert-butyl ({1-[2,6-difluoro-4-(1H-tetrazol-5-yl)phenyl]-4-phenylpiperidin-3-yl}methyl)[(1R)-1-(1-naphthyl)ethyl]carbamate were added 2.0 mL of 1,4-dioxane and 2.0 mL of a 4 M hydrogen chloride/1,4-dioxane solution, followed by stirring at room temperature for 2 days. The reaction mixture was concentrated under reduced pressure, and to the residue were then added ethyl acetate and a small amount of ethanol, followed by heating for dissolution. Hexane was added t... Starting materials: C(C)(C)(C)OC(CC(C(OCC)OCC)NC(=O)OCC1=CC=CC=C1)=O (3-Benzyloxycarbonylamino-4,4-diethoxy-butyric acid tert-butyl ester). Reagents/catalysts: [Pd] (Pd/C). Run in C(C)(=O)OCC (Ethyl acetate). Product: C(C)(C)(C)OC(CC(C(OCC)OCC)N)=O (3-Amino-4,4-diethoxy-butyric acid tert-butyl ester). Isolated yield 98.8%. RXN SMILES: [C:1]([O:5][C:6](=[O:27])[CH2:7][CH:8]([NH:16]C(OCC1C=CC=CC=1)=O)[CH:9]([O:13][CH2:14][CH3:15])[O:10][CH2:11][CH3:12])([CH3:4])([CH3:3])[CH3:2]>C(OCC)(=O)C.[Pd]>[C:1]([O:5][C:6](=[O:27])[CH2:7][CH:8]([NH2:16])[CH:9]([O:13][CH2:14][CH3:15])[O:10][CH2:11][CH3:12])([CH3:3])([CH3:2])[CH3:4]. Procedure details: To a suspension of 3-Benzyloxycarbonylamino-4,4-diethoxy-butyric acid tert-butyl ester (0.50 g, 1.31 mmol) in Ethyl acetate (50 mL) at room temperature was added 10 mol % Pd/C (˜0.05 g). The reaction flask was purged between H2 (1atm) and vacuum three times before stirring under H2 (1atm) at room temperature. After stirring at room temperature for 3 hrs, the reaction mixture was filtered through celite and then evaporated to dryness to give the title compound (0.32 g, 98%) as a clear oil. 1HNMR ... Reactants: C1=CC2=C(C=C1N=C=S)C(=O)OC23C4=C(C=C(C=C4)O)OC5=C3C=CC(=C5)O (Fluorescein isothiocyanate), CC(C)CCC[C@@H](C)[C@H]1CC[C@H]2[C@@H]3CC=C4C[C@@H](O)CC[C@]4(C)[C@H]3CC[C@]12C (cholesterol). Run in CS(=O)C (DMSO), C([O-])([O-])=O (carbonate). The product is C1=CC2=C(C=C1N=C=S)C(=O)OC23C4=C(C=C(C=C4)O)OC5=C3C=CC(=C5)O.CC(C)CCC[C@@H](C)[C@H]1CC[C@H]2[C@@H]3CC=C4C[C@@H](O)CC[C@]4(C)[C@H]3CC[C@]12C (FITC cholesterol). Reaction SMILES: [CH:1]1[C:6]([N:7]=[C:8]=[S:9])=[CH:5][C:4]2[C:10]([O:12][C:13]3([C:23]4[CH:24]=[CH:25][C:26]([OH:28])=[CH:27][C:22]=4[O:21][C:15]4[CH:16]=[C:17]([OH:20])[CH:18]=[CH:19][C:14]3=4)[C:3]=2[CH:2]=1)=[O:11].[CH3:29][CH:30]([CH2:32][CH2:33][CH2:34][C@H:35]([C@@H:37]1[C@:55]2([CH3:56])[C@H:40]([C@H:41]3[C@H:52]([CH2:53][CH2:54]2)[C@:50]2([CH3:51])[C:44]([CH2:45][C@H:46]([CH2:48][CH2:49]2)[OH:47])=[CH:43][CH2:42]3)[CH2:39][CH2:38]1)[CH3:36])[CH3:31]>CS(C)=O.C(=O)([O-])[O-]>[CH:1]1[C:6]([N:7]=[C:8]=[S:9])=[CH:5][C:4]2[C:10]([O:12][C:13]3([C:14]4[CH:19]=[CH:18][C:17]([OH:20])=[CH:16][C:15]=4[O:21][C:22]4[CH:27]=[C:26]([OH:28])[CH:25]=[CH:24][C:23]3=4)[C:3]=2[CH:2]=1)=[O:11].[CH3:31][CH:30]([CH2:32][CH2:33][CH2:34][C@H:35]([C@@H:37]1[C@:55]2([CH3:56])[C@H:40]([C@H:41]3[C@H:52]([CH2:53][CH2:54]2)[C@:50]2([CH3:51])[C:44]([CH2:45][C@H:46]([CH2:48][CH2:49]2)[OH:47])=[CH:43][CH2:42]3)[CH2:39][CH2:38]1)[CH3:36])[CH3:29] |f:4.5|. Procedure: Fluorescein isothiocyanate (10 mg) was dissolved in 1 ml anhydrous DMSO and 20 μl of the FTIC solution was added to 1 ml of cholesterol-coated iron oxide-lipoprotein (0.5 mg/ml Fe) in 500 mM carbonate buffer solution (pH 9.5). The reaction mixture was reacted at room temperature for 1 hr and dialyzed in a phosphate buffer solution (PBS) to obtain FITC-cholesterol-coated iron oxide-lipoprotein nanoparticles. 200 μl of FITC-cholesterol-coated iron oxide-lipoprotein were injected via the tail vein ... Starting materials: ClC1=C(C=C(C(=O)Cl)C=C1)S(N(C)C)(=O)=O (4-chloro-3-dimethylsulfamoylbenzoyl-chloride), [N+](=[N-])=C (diazomethane). The solvent is C(C)OCC (diethyl ether). The product is ClC1=C(C=C(C=C1)C(C=[N+]=[N-])=O)S(N(C)C)(=O)=O (4'-Chloro-3'-dimethylsulfamoyl-diazoacetophenone). RXN SMILES: [Cl:1][C:2]1[CH:10]=[CH:9][C:5]([C:6](Cl)=[O:7])=[CH:4][C:3]=1[S:11](=[O:16])(=[O:15])[N:12]([CH3:14])[CH3:13].[N+:17](=[CH2:19])=[N-:18]>C(OCC)C>[Cl:1][C:2]1[CH:10]=[CH:9][C:5]([C:6](=[O:7])[CH:19]=[N+:17]=[N-:18])=[CH:4][C:3]=1[S:11](=[O:16])(=[O:15])[N:12]([CH3:14])[CH3:13]. Procedure: 14.1 g of 4-chloro-3-dimethylsulfamoylbenzoyl-chloride were reacted as prescribed in Example 66b) with diazomethane in diethyl ether and the crystalline product was filtered off. Melting point: 136° - 137° C (decomposition).